Task: describe an organic reaction: reactants, conditions, products, and yield. Dataset: the Open Reaction Database (ORD), a public repository of structured organic reaction records Reactants: BrC1=C(C(=CC=C1)CBr)CC (1-bromo-3-(bromomethyl)-2-ethylbenzene), P(OCC)(OCC)OCC (triethyl phosphite). Run in C1(=CC=CC=C1)C (Toluene). Conditions: temperature 130 celsius. The product is BrC=1C(=C(C=CC1)CP(OCC)(OCC)=O)CC (diethyl [(3-bromo-2-ethylphenyl)methyl]phosphonate). The yield is 99.9%. RXN SMILES: [Br:1][C:2]1[CH:7]=[CH:6][CH:5]=[C:4]([CH2:8]Br)[C:3]=1[CH2:10][CH3:11].[P:12]([O:19]CC)([O:16][CH2:17][CH3:18])[O:13][CH2:14][CH3:15]>C1(C)C=CC=CC=1>[Br:1][C:2]1[C:3]([CH2:10][CH3:11])=[C:4]([CH2:8][P:12](=[O:19])([O:16][CH2:17][CH3:18])[O:13][CH2:14][CH3:15])[CH:5]=[CH:6][CH:7]=1. Procedure details: To a solution of 1-bromo-3-(bromomethyl)-2-ethylbenzene (D134) (1.3 g, 4.68 mmol) in Toluene (10 mL) was added triethyl phosphite (0.818 mL, 4.68 mmol). The reaction solution was heated in a sealed tube at 130° C. for 2 days. The solvent was removed in vacuo to afford diethyl [(3-bromo-2-ethylphenyl)methyl]phosphonate (D135) (1.567 g), which was used directly without further purification. MS (ES): C13H20BrO3P requires 334.0. found 335.0 (M+H+). The reactants are [O-2].[Mg+2] (magnesium oxide), [N+](=O)(O)[O-] (nitric acid). The product is [N+](=O)([O-])[O-].[Mg+2].[N+](=O)([O-])[O-] (magnesium nitrate). RXN SMILES: [O-2].[Mg+2:2].[N+:3]([O-:6])([OH:5])=[O:4]>>[N+:3]([O-:6])([O-:5])=[O:4].[Mg+2:2].[N+:3]([O-:6])([O-:5])=[O:4] |f:0.1,3.4.5|. Procedure details: This Example was performed according to the procedure of Example 1, except that 19 parts by weight of magnesium oxide dissolved in nitric acid to produce magnesium nitrate was added to the paragraph A solution of Example 1. All other operations were the same as for Example 1. The several samples denoted 6-1 to 6-5, inclusive, were given the corresponding treatments for samples 1-1 to 1-5, respectively.